Task: describe an organic reaction: reactants, conditions, products, and yield. Dataset: the Open Reaction Database (ORD), a public repository of structured organic reaction records The reactants are COC(=O)c1ccc(C(=O)OC)cc1, CO, [K+], [OH-], c1ccccc1. The product is COC(=O)c1ccc(C(=O)[O-])cc1, [K+]. Reaction SMILES: [C:3]([c:4]1[cH:5][cH:6][c:7]([C:8](=[O:9])[O:10][CH3:11])[cH:12][cH:13]1)(=[O:14])[O:15][CH3:16].[CH3:23][OH:24].[K+:2].[OH-:1].[cH:17]1[cH:18][cH:19][cH:20][cH:21][cH:22]1>>[C:3]([c:4]1[cH:5][cH:6][c:7]([C:8](=[O:9])[O:10][CH3:11])[cH:12][cH:13]1)(=[O:14])[O-:15].[K+:2]. Starting materials: O=C1NC2=C(C=CC=C2C1)S(=O)(=O)C1=CC=CC=C1 (2-oxo-7-phenylsulfonylindoline), O1CCOCC1 (dioxane), [OH-].[Na+] (sodium hydroxide). The solvent is O (water). Product: NC1=C(C=CC=C1S(=O)(=O)C1=CC=CC=C1)CC(=O)O (2-(2-amino-3-phenylsulfonylphenyl)acetic acid). Reaction SMILES: [O:1]=[C:2]1[CH2:10][C:9]2[C:4](=[C:5]([S:11]([C:14]3[CH:19]=[CH:18][CH:17]=[CH:16][CH:15]=3)(=[O:13])=[O:12])[CH:6]=[CH:7][CH:8]=2)[NH:3]1.[O:20]1CCOCC1.[OH-].[Na+]>O>[NH2:3][C:4]1[C:5]([S:11]([C:14]2[CH:19]=[CH:18][CH:17]=[CH:16][CH:15]=2)(=[O:13])=[O:12])=[CH:6][CH:7]=[CH:8][C:9]=1[CH2:10][C:2]([OH:20])=[O:1] |f:2.3|. Procedure: A mixture of 2-oxo-7-phenylsulfonylindoline (6.50 g.), dioxane (100 ml.), sodium hydroxide (3.0 g.) water (50 ml.) was refluxed under heating for 16 hours with stirring. The reaction mixture was evaporated under reduced pressure, and the residue was dissolved in water, washed with diethyl ether, adjusted to pH 4 with 1N sulfuric acid and then extracted with diethyl ether. The extract was washed with water, dried over magnesium sulfate, treated with activated charcoal and evaporated under reduced...